From a dataset of the Open Reaction Database (ORD), a public repository of structured organic reaction records. describe an organic reaction: reactants, conditions, products, and yield Starting materials: C(CO)#N (glycolonitrile), C(CO)#N (glycolonitrile), O (water), P(=O)([O-])([O-])[O-].[K+].[K+].[K+] (potassium phosphate), Cl (HCl), 72W. Run in 0. Yields the product C(CO)#N (glycolonitrile), C(CO)(=O)O (glycolic acid), C(CO)(=O)N (glycolamide). As a reaction SMILES: P([O-])([O-])([O-])=[O:2].[K+].[K+].[K+].[C:9](#[N:12])[CH2:10][OH:11].Cl.[OH2:14]>>[C:9](#[N:12])[CH2:10][OH:11].[C:10]([OH:11])(=[O:2])[CH2:9][OH:14].[C:9]([NH2:12])(=[O:14])[CH2:10][OH:11] |f:0.1.2.3|. Procedure: The reaction described in Example 1 is repeated except that the mutant strains A. facilis 72-PF-15 or 72-PF-17 are used instead of A. facilis 72W. A suspension of 0.50 g (wet cell paste) A. facilis 72-PF-15 or 72-PF-17 in 8.44 mL of 0 020 M potassium phosphate buffer (pH 6.0) is placed into a 15-mL polypropylene centrifuge tube. To the tube is then added 1.06 mL of a 55 wt % solution of glycolonitrile in water (1.0 M final concentration of glycolonitrile in the suspension), and the resulting sus... Starting materials: C[Si](C)(C)Cl (TMSCl), amide, CN(C)CCN(C)C (TMEDA), C1CCOC1 (THF), [Li]C(C)CC (s-BuLi), C1CCCCC1 (cyclohexane). Reaction conditions: temperature -78 celsius, time 30 minute. Product: C(C)NC(C1=C(C=CC=C1[Si](C)(C)C)C1=CC=CC=C1)=O (N-Ethyl-2-phenyl-6-(trimethylsilyl)benzamide). Yield: 39.0%. Reaction SMILES: C[N:2]([CH2:4][CH2:5]N(C)C)C.[Li][CH:10]([CH2:12]C)[CH3:11].[CH2:14]1[CH2:19][CH2:18][CH2:17][CH2:16][CH2:15]1.[CH3:20][Si:21](Cl)([CH3:23])[CH3:22].[CH2:25]1[CH2:29][O:28][CH2:27][CH2:26]1>>[CH2:4]([NH:2][C:29](=[O:28])[C:25]1[C:12]([Si:21]([CH3:23])([CH3:22])[CH3:20])=[CH:10][CH:11]=[CH:27][C:26]=1[C:14]1[CH:19]=[CH:18][CH:17]=[CH:16][CH:15]=1)[CH3:5]. Reported procedure: This amide (2.25 g, 10 mmol) and TMEDA (1.2 eq) in THF were mixed and cooled to -78° C. and a 1.3 M s-BuLi solution in cyclohexane (2.2 eq) was added dropwise. The resulting reaction mixture was stirred at -78° C. for 30 min and TMSCl (1.2 eq) was added dropwise. The reaction was stirred at -78° C. for 30 min and allowed to warm to -30° C. The reaction was worked up in the usual manner. The crude product was purified by flash chromatography and recrystallization from hexanes to afford the title ... Starting materials: [H-].[Na+] (sodium hydride), N1=CC=CC2=CC=CC(=C12)S(=O)(=O)NC=1C=C2N=C(C(N(C2=CC1)C)=O)CC1=CC=C(C#N)C=C1 (4-{[6-(quinolin-8-yl-sulphonylamino)-1-methyl-2-oxo-1,2-dihydroquinoxalin-3-yl]-methyl}-benzonitrile), BrCC(=O)OCC (ethyl bromoacetate). Run in O1CCCC1 (tetrahydrofuran). Reaction conditions: time 2 hour. Yields the product COC(=O)CN(C=1C=C2N=C(C(N(C2=CC1)C)=O)CC1=CC=C(C#N)C=C1)S(=O)(=O)C=1C=CC=C2C=CC=NC12 (4-{[6-(N-methoxycarbonylmethyl-quinolin-8-yl-sulphonylamino)-1-methyl-2-oxo-1,2-dihydroquinoxalin-3-yl]-methyl}-benzonitrile). RXN SMILES: [N:1]1[C:10]2[C:5](=[CH:6][CH:7]=[CH:8][C:9]=2[S:11]([NH:14][C:15]2[CH:16]=[C:17]3[C:22](=[CH:23][CH:24]=2)[N:21]([CH3:25])[C:20](=[O:26])[C:19]([CH2:27][C:28]2[CH:35]=[CH:34][C:31]([C:32]#[N:33])=[CH:30][CH:29]=2)=[N:18]3)(=[O:13])=[O:12])[CH:4]=[CH:3][CH:2]=1.[H-].[Na+].Br[CH2:39][C:40]([O:42][CH2:43]C)=[O:41]>O1CCCC1>[CH3:43][O:42][C:40]([CH2:39][N:14]([S:11]([C:9]1[CH:8]=[CH:7][CH:6]=[C:5]2[C:10]=1[N:1]=[CH:2][CH:3]=[CH:4]2)(=[O:12])=[O:13])[C:15]1[CH:16]=[C:17]2[C:22](=[CH:23][CH:24]=1)[N:21]([CH3:25])[C:20](=[O:26])[C:19]([CH2:27][C:28]1[CH:29]=[CH:30][C:31]([C:32]#[N:33])=[CH:34][CH:35]=1)=[N:18]2)=[O:41] |f:1.2|. Reported procedure: 2.0 g (4.15 mmol) of 4-{[6-(quinolin-8-yl-sulphonylamino)-1-methyl-2-oxo-1,2-dihydroquinoxalin-3-yl]-methyl}-benzonitrile are dissolved in 150 ml tetrahydrofuran and after the addition of 0.2 g (4.15 mmol) of sodium hydride (50% in oil) stirred for 2 hours at ambient temperature. After the addition of 0.47 ml (4.15 mmol) of ethyl bromoacetate the reaction mixture was stirred for 5 hours. The precipitate is suction filtered, the mother liquor is evaporated down and chromatographed on silica gel, ...